Dataset: the Open Reaction Database (ORD), a public repository of structured organic reaction records. Task: describe an organic reaction: reactants, conditions, products, and yield The reactants are BrC=1C=C(C(=NC1)Cl)S(=O)(=O)C (5-bromo-2-chloro-3-(methylsulfonyl)pyridine), [Cl-].C(C)(C)(C)OC(C[Zn+])=O ((2-tert-butoxy-2-oxoethyl) zinc(II) chloride), CCOCC (ether). Reagents/catalysts: C=1C=CC(=CC1)/C=C/C(=O)/C=C/C2=CC=CC=C2.C=1C=CC(=CC1)/C=C/C(=O)/C=C/C2=CC=CC=C2.[Pd] (Pd(dba)2), CC(C)(C)P([C-]1C=CC=C1)C(C)(C)C.C1=CC=C(C=C1)[C-]2C(=C(C(=C2C3=CC=CC=C3)C4=CC=CC=C4)C5=CC=CC=C5)C6=CC=CC=C6.[Fe+2] (Q-phos). Solvent: C1CCOC1 (THF). Run at temperature 100 celsius, time 1 hour. Yields the product ClC1=C(C=C(C=N1)CC(=O)OC(C)(C)C)S(=O)(=O)C (tert-butyl 2-(6-chloro-5-(methylsulfonyl)pyridin-3-yl)acetate). Reaction SMILES: Br[C:2]1[CH:3]=[C:4]([S:9]([CH3:12])(=[O:11])=[O:10])[C:5]([Cl:8])=[N:6][CH:7]=1.[Cl-].[C:14]([O:18][C:19](=[O:22])[CH2:20][Zn+])([CH3:17])([CH3:16])[CH3:15].CCOCC>C1C=CC(/C=C/C(/C=C/C2C=CC=CC=2)=O)=CC=1.C1C=CC(/C=C/C(/C=C/C2C=CC=CC=2)=O)=CC=1.[Pd].CC(P(C(C)(C)C)[C-]1C=CC=C1)(C)C.C1C=CC([C-]2C(C3C=CC=CC=3)=C(C3C=CC=CC=3)C(C3C=CC=CC=3)=C2C2C=CC=CC=2)=CC=1.[Fe+2].C1COCC1>[Cl:8][C:5]1[N:6]=[CH:7][C:2]([CH2:20][C:19]([O:18][C:14]([CH3:17])([CH3:16])[CH3:15])=[O:22])=[CH:3][C:4]=1[S:9]([CH3:12])(=[O:11])=[O:10] |f:1.2,4.5.6,7.8.9|. Procedure: To a sealed tube were added 5-bromo-2-chloro-3-(methylsulfonyl)pyridine 197-3 (60 mg, 0.22 mmol), 0.5 M (2-tert-butoxy-2-oxoethyl) zinc(II) chloride 86-5 in ether (0.54 mL, 0.27 mmol), Pd(dba)2 (6.4 mg, 0.001 mmol), Q-phos (16 mg, 0.02 mmol) and THF (1 mL). The reaction mixture was bubbled with nitrogen for 1 minute and stirred at 100° C. for 1 hour. After cooling to room temperature, all the solvents were evaporated and the residue was redissolved in ethyl acetate, washed with water and brine, ... Reactants: N1(C[C@@]2(CC1)NC(=O)OC2)C(OC(C)(C)C)=O, c1(nc(cc(n1)Cl)Cl)N1CCOCC1. The reagents and catalysts are c1ccc(cc1)-c2c3ccccc3cc4ccccc24 (9-Phenylanthracene), CC(C)(C)C(=O)[O-].[Cs+] (CsOPiv). Run in CC(=O)N(C)C (DMAc). Conditions: temperature 130 celsius, time 18 hour. Yields the product CC(C)(C)OC(=O)N1CCC(CO)(C1)Nc2cc(Cl)nc(n2)N3CCOCC3. RXN SMILES: Clc1[n:6][c:5]([N:7]2[CH2:12][CH2:11][O:10][CH2:9][CH2:8]2)[n:4][c:2]([Cl:3])[cH:1]1.[CH3:13][C:14]([O:17][C:18]([N:20]1[CH2:28][C:23]2([NH:27][C:26](=O)[O:25][CH2:24]2)[CH2:22][CH2:21]1)=[O:19])([CH3:16])[CH3:15]>>[CH3:13][C:14]([O:17][C:18]([N:20]1[CH2:28][C:23]([NH:27][c:26]2[n:6][c:5]([N:7]3[CH2:12][CH2:11][O:10][CH2:9][CH2:8]3)[n:4][c:2]([Cl:3])[cH:1]2)([CH2:24][OH:25])[CH2:22][CH2:21]1)=[O:19])([CH3:16])[CH3:15].